This data is from the Open Reaction Database (ORD), a public repository of structured organic reaction records. The task is: describe an organic reaction: reactants, conditions, products, and yield The reactants are foam, BrC=1C=CC2=C(N(C=N2)C2=CC=CC=C2)C1 (6-bromo-1-phenyl-1H-benzo[d]imidazole), BrC=1C=CC2=C(N(C=N2)C2=CC=CC=C2)C1 (6-bromo-1-phenyl-1H-benzo[d]imidazole), C1(=CC=C(C=C1)N1N=CC=C1B(O)O)C (1-p-tolyl-1H-pyrazol-5-ylboronic acid), C1(=CC=C(C=C1)N1N=CC=C1B(O)O)C (1-p-tolyl-1H-pyrazol-5-ylboronic acid). RXN SMILES: Br[C:2]1[CH:3]=[CH:4][C:5]2[N:9]=[CH:8][N:7]([C:10]3[CH:15]=[CH:14][CH:13]=[CH:12][CH:11]=3)[C:6]=2[CH:16]=1.[C:17]1([CH3:31])[CH:22]=[CH:21][C:20]([N:23]2[C:27](B(O)O)=[CH:26][CH:25]=[N:24]2)=[CH:19][CH:18]=1>>[C:10]1([N:7]2[C:6]3[CH:16]=[C:2]([C:27]4[N:23]([C:20]5[CH:21]=[CH:22][C:17]([CH3:31])=[CH:18][CH:19]=5)[N:24]=[CH:25][CH:26]=4)[CH:3]=[CH:4][C:5]=3[N:9]=[CH:8]2)[CH:15]=[CH:14][CH:13]=[CH:12][CH:11]=1. Procedure: The title compound, off-white foam (36 mg, 28%), MS (ISP) m/z=351.3 [(M+H)+], was prepared in accordance with the general method of example 1 from 6-bromo-1-phenyl-1H-benzo[d]imidazole (intermediate E) (100 mg, 366 μmol) and 1-p-tolyl-1H-pyrazol-5-ylboronic acid (intermediate B) (96.2 mg, 476 μmol). Yields the product C1(=CC=CC=C1)N1C=NC2=C1C=C(C=C2)C=2N(N=CC2)C2=CC=C(C=C2)C (1-Phenyl-6-(2-p-tolyl-2H-pyrazol-3-yl)-1H-benzoimidazole).